From a dataset of the Open Reaction Database (ORD), a public repository of structured organic reaction records. describe an organic reaction: reactants, conditions, products, and yield The reactants are O=C1CCC(=O)N1Br, O=C(OOC(=O)c1ccccc1)c1ccccc1, ClC(Cl)(Cl)Cl, Cc1cc(C(F)(F)F)ncc1I, O. Product: FC(F)(F)c1cc(CBr)c(I)cn1. Reaction SMILES: [Br:13][N:14]1[C:15](=[O:16])[CH2:17][CH2:18][C:19]1=[O:20].[C:21]([O:22][O:23][C:24](=[O:25])[c:26]1[cH:27][cH:28][cH:29][cH:30][cH:31]1)(=[O:32])[c:33]1[cH:34][cH:35][cH:36][cH:37][cH:38]1.[Cl:40][C:41]([Cl:42])([Cl:43])[Cl:44].[I:1][c:2]1[c:3]([CH3:12])[cH:4][c:5]([C:8]([F:9])([F:10])[F:11])[n:6][cH:7]1.[OH2:39]>>[I:1][c:2]1[c:3]([CH2:12][Br:13])[cH:4][c:5]([C:8]([F:9])([F:10])[F:11])[n:6][cH:7]1. Starting materials: FC=1C=C(C=O)C=C(C1F)F (3,4,5-trifluorobenzaldehyde), C[S-].[Na+] (sodium methanethiolate). Run in CS(=O)C (DMSO), CS(=O)C (DMSO), CCOC(=O)C (EtOAc). Reaction conditions: temperature 125 celsius. The product is FC=1C=C(C=O)C=C(C1SC)F (3,5-Difluoro-4-(methylthio)benzaldehyde). Reaction SMILES: [F:1][C:2]1[CH:3]=[C:4]([CH:7]=[C:8]([F:11])[C:9]=1F)[CH:5]=[O:6].[CH3:12][S-:13].[Na+]>CS(C)=O.CCOC(C)=O>[F:1][C:2]1[CH:3]=[C:4]([CH:7]=[C:8]([F:11])[C:9]=1[S:13][CH3:12])[CH:5]=[O:6] |f:1.2|. Procedure: A solution of 3,4,5-trifluorobenzaldehyde (1.0 g, 6.3 mmol) in DMSO (7.8 mL) was treated with a slurry of sodium methanethiolate (0.438 g, 6.25 mmol) in DMSO (0.3 mL). The solution was warmed at 125° C. for 17 min in a microwave. Upon completion, the reaction was diluted with EtOAc and washed with H2O (1×) and saturated aqueous NaCl (1×). The combined aqueous was back-extracted with EtOAc (3×), and the combined organic layer was dried over Na2SO4, filtered and evaporated in vacuo to yield a crud... Reactants: C(C)(C)(C)OC(N[C@H]1CNCC1)=O ((R)-Pyrrolidin-3-yl carbamic acid tert-butyl ester), C(C)(=O)O[BH-](OC(C)=O)OC(C)=O.[Na+] (sodium triacetoxyborohydride), O1CCC(CC1)=O (tetrahydro-4H-pyran-4-one). The yield is 59.7%. Reported procedure: (R)-Pyrrolidin-3-yl carbamic acid tert-butyl ester (200 mg; 1.074 mmol) was suspended in 7 ml of dichloromethane and sodium triacetoxyborohydride (455 mg; 2.15 mmol) was added. A solution of tetrahydro-4H-pyran-4-one (0.297 ml; 3.22 mmol) in 3 ml of dichloromethane was added drop-wise to the reaction mixture. The reaction mixture was maintained at room temperature overnight, it was then diluted with dichloromethane and washed with saturated sodium bicarbonate solution. The organic phase was drie... Yields the product C(C)(C)(C)OC(N[C@H]1CN(CC1)C1CCOCC1)=O ((R)-[1-(tetrahydro-pyran-4-yl)-pyrrolidin-3-yl]-carbamic acid tert-butyl ester). Reaction SMILES: [C:1]([O:5][C:6](=[O:13])[NH:7][C@@H:8]1[CH2:12][CH2:11][NH:10][CH2:9]1)([CH3:4])([CH3:3])[CH3:2].C(O[BH-](OC(=O)C)OC(=O)C)(=O)C.[Na+].[O:28]1[CH2:33][CH2:32][C:31](=O)[CH2:30][CH2:29]1>ClCCl>[C:1]([O:5][C:6](=[O:13])[NH:7][C@@H:8]1[CH2:12][CH2:11][N:10]([CH:31]2[CH2:32][CH2:33][O:28][CH2:29][CH2:30]2)[CH2:9]1)([CH3:4])([CH3:2])[CH3:3] |f:1.2|. The solvent is ClCCl (dichloromethane), ClCCl (dichloromethane), ClCCl (dichloromethane). Reactants: C(#N)C1(CCC(CC1)(N1CCCCC1)C#N)N1CCCCC1 (1,4-dicyano-1,4-dipiperidylcyclohexane), Grignard reagent, C1(=CC=CC=C1)[Mg]Br (phenyl magnesium bromide), dicyano. Yields the product C1(=CC=C(C=C1)N1CCCCC1)N1CCCCC1 (1,1'-para-phenylene dipiperidine). Isolated yield 28.0%. Reaction SMILES: C([C:3]1([N:17]2[CH2:22][CH2:21][CH2:20][CH2:19][CH2:18]2)[CH2:8][CH2:7][C:6](C#N)([N:9]2[CH2:14][CH2:13][CH2:12][CH2:11][CH2:10]2)[CH2:5][CH2:4]1)#N.C1([Mg]Br)C=CC=CC=1>>[C:6]1([N:9]2[CH2:14][CH2:13][CH2:12][CH2:11][CH2:10]2)[CH:5]=[CH:4][C:3]([N:17]2[CH2:18][CH2:19][CH2:20][CH2:21][CH2:22]2)=[CH:8][CH:7]=1. Procedure: Referring now to the drawings, and more particularly to FIG. 1, there is shown the synthesis route for preparing the dihydrochloride salt of 1,1'-para-phenylene dipiperidine. The synthesis involves the reaction between cyanide ion, piperidine, and tetrahydroquinone. The resulting yield of 1,4-dicyano-1,4-dipiperidylcyclohexane is approximately 80%. Tetrahydroquinone, cyanide, and piperidine are commercially available from Aldrich Chemical Co. Piperidine can only be obtained in compliance with fe... Reported procedure: To a solution of 2-(4-chlorophenyl)-4-methyl-6-(N-methylamino)-2H-1,2,4-benzothiadiazine-3(4H)-one 1,1-dioxide (55 mg) in dry THF (2 ml) was added a 1.5M solution of n-butyl lithium in n-Hexane (0.16 ml) at -78° C. The mixture was stirred at 0° C. for 30 minutes and added methyl iodide (0.05 ml) at the same temperature. After the mixture was stirred at 0° C. for 30 minutes, water was added. The mixture was extracted two times with ethyl acetate and the combined organic layers were washed with wa... RXN SMILES: [Cl:1][C:2]1[CH:7]=[CH:6][C:5]([N:8]2[C:13](=[O:14])[N:12]([CH3:15])[C:11]3[CH:16]=[C:17]([NH:20][CH3:21])[CH:18]=[CH:19][C:10]=3[S:9]2(=[O:23])=[O:22])=[CH:4][CH:3]=1.[CH2:24]([Li])CCC.CI.O>C1COCC1.CCCCCC>[Cl:1][C:2]1[CH:7]=[CH:6][C:5]([N:8]2[C:13](=[O:14])[N:12]([CH3:15])[C:11]3[CH:16]=[C:17]([N:20]([CH3:24])[CH3:21])[CH:18]=[CH:19][C:10]=3[S:9]2(=[O:22])=[O:23])=[CH:4][CH:3]=1. Solvent: C1CCOC1 (THF), CCCCCC (n-Hexane). Run at temperature 0 celsius, time 30 minute. Starting materials: CI (methyl iodide), O (water), ClC1=CC=C(C=C1)N1S(C2=C(N(C1=O)C)C=C(C=C2)NC)(=O)=O (2-(4-chlorophenyl)-4-methyl-6-(N-methylamino)-2H-1,2,4-benzothiadiazine-3(4H)-one 1,1-dioxide), solution, C(CCC)[Li] (n-butyl lithium). Yields the product ClC1=CC=C(C=C1)N1S(C2=C(N(C1=O)C)C=C(C=C2)N(C)C)(=O)=O (2-(4-chlorophenyl)-6-(N,N-dimethylamino)-4-methyl-2H-1,2,4-benzothiadiazine-3(4H)-one 1,1-dioxide). Starting materials: Cl.C(C)(C)(C)OC(=O)CON=C(C(=O)NC1[C@@H]2N(C(=C(CS2)CSC2=NN=NN2CC#C)C(=O)O)C1=O)C=1N=C(SC1)N (7-[2-tert-butoxycarbonylmethoxyimino-2-(2-aminothiazol-4-yl)acetamido]-3-[1-(2-propynyl)-1H-tetrazol-5-yl]thiomethyl-3-cephem-4-carboxylic acid hydrochloride), C1(=CC=CC=C1)OC (anisole), FC(C(=O)O)(F)F (trifluoroacetic acid), C(C)(C)OC(C)C (diisopropyl ether). Reaction conditions: time 3 hour. The product is Cl.C(=O)(O)CON=C(C(=O)NC1[C@@H]2N(C(=C(CS2)CSC2=NN=NN2CC#C)C(=O)O)C1=O)C=1N=C(SC1)N (7-[2-carboxymethoxyimino-2-(2-aminothiazol-4-yl)acetamido]-3-[1-(2-propynyl)-1H-tetrazol-5-yl]thiomethyl-3-cephem-4-carboxylic acid hydrochloride). The yield is 95.9%. As a reaction SMILES: [ClH:1].C([O:6][C:7]([CH2:9][O:10][N:11]=[C:12]([C:38]1[N:39]=[C:40]([NH2:43])[S:41][CH:42]=1)[C:13]([NH:15][CH:16]1[C:36](=[O:37])[N:18]2[C:19]([C:33]([OH:35])=[O:34])=[C:20]([CH2:23][S:24][C:25]3[N:29]([CH2:30][C:31]#[CH:32])[N:28]=[N:27][N:26]=3)[CH2:21][S:22][C@H:17]12)=[O:14])=[O:8])(C)(C)C.C1(OC)C=CC=CC=1.FC(F)(F)C(O)=O.C(OC(C)C)(C)C>>[ClH:1].[C:7]([CH2:9][O:10][N:11]=[C:12]([C:38]1[N:39]=[C:40]([NH2:43])[S:41][CH:42]=1)[C:13]([NH:15][CH:16]1[C:36](=[O:37])[N:18]2[C:19]([C:33]([OH:35])=[O:34])=[C:20]([CH2:23][S:24][C:25]3[N:29]([CH2:30][C:31]#[CH:32])[N:28]=[N:27][N:26]=3)[CH2:21][S:22][C@H:17]12)=[O:14])([OH:8])=[O:6] |f:0.1,5.6|. Procedure details: A mixture of 7-[2-tert-butoxycarbonylmethoxyimino-2-(2-aminothiazol-4-yl)acetamido]-3-[1-(2-propynyl)-1H-tetrazol-5-yl]thiomethyl-3-cephem-4-carboxylic acid hydrochloride (syn isomer) (1.57 g.), anisole (1.57 ml.) and trifluoroacetic acid (8 ml.) was stirred for 3 hours at 10° to 15° C. After the addition of diisopropyl ether to the reaction mixture with stirring, the precipitates were collected by filtration, washed with diisopropyl ether and then dried to give 7-[2-carboxymethoxyimino-2-(2-ami... Reactants: Fc1c(Cl)cccc1CBr, ClCCl, Nc1ncccc1O, [Na+], [OH-], O. Product: Nc1ncccc1OCc1cccc(Cl)c1F. As a reaction SMILES: [Cl:14][c:15]1[c:16]([F:23])[c:17]([CH2:18][Br:19])[cH:20][cH:21][cH:22]1.[Cl:9][CH2:10][Cl:11].[NH2:1][c:2]1[n:3][cH:4][cH:5][cH:6][c:7]1[OH:8].[Na+:13].[OH-:12].[OH2:24]>>[NH2:1][c:2]1[n:3][cH:4][cH:5][cH:6][c:7]1[O:8][CH2:18][c:17]1[c:16]([F:23])[c:15]([Cl:14])[cH:22][cH:21][cH:20]1. The solvent is C[O-].[Na+].CO (sodium methoxide methanol). Isolated yield 22.1%. The reactants are C(C)OC(=O)C1=C(C2=C(C(=N1)C)SC(=N2)C2=CC=CC=C2)O (7-hydroxy-4-methyl-2-phenyl-thiazolo[5,4-c]pyridine-6-carboxylic acid ethyl ester), NCC(=O)O (glycine). Reported procedure: A mixture of 7-hydroxy-4-methyl-2-phenyl-thiazolo[5,4-c]pyridine-6-carboxylic acid ethyl ester (105 mg, 0.33 mmole) and glycine (500 mg, 6.65 mmole) in 0.5 M sodium methoxide/methanol (12.6 ml) was refluxed for 3 days before it was cooled to room temperature and concentrated in vacuo. The residue was dissolved in water (30 ml) and extracted twice with methyl t-butyl ether. The remaining aqueous layer was acidified to pH=3 with 1N HCl (9 ml). The resulting precipitate was filtered, washed with wa... As a reaction SMILES: C(O[C:4]([C:6]1[N:11]=[C:10]([CH3:12])[C:9]2[S:13][C:14]([C:16]3[CH:21]=[CH:20][CH:19]=[CH:18][CH:17]=3)=[N:15][C:8]=2[C:7]=1[OH:22])=[O:5])C.[NH2:23][CH2:24][C:25]([OH:27])=[O:26]>C[O-].[Na+].CO>[OH:22][C:7]1[C:8]2[N:15]=[C:14]([C:16]3[CH:17]=[CH:18][CH:19]=[CH:20][CH:21]=3)[S:13][C:9]=2[C:10]([CH3:12])=[N:11][C:6]=1[C:4]([NH:23][CH2:24][C:25]([OH:27])=[O:26])=[O:5] |f:2.3.4|. Product: OC=1C2=C(C(=NC1C(=O)NCC(=O)O)C)SC(=N2)C2=CC=CC=C2 ([(7-Hydroxy-4-methyl-2-phenyl-thiazolo[5,4-c]pyridine-6-carbonyl)-amino]-acetic acid). Reactants: Br, CC(=O)O, CN1CC(C(=O)OCc2ccccc2)N(C(=O)OCc2ccccc2)C1=O. Yields the product CN1CC(C(=O)OCc2ccccc2)NC1=O. RXN SMILES: [BrH:32].[C:28]([OH:29])(=[O:30])[CH3:31].[CH3:1][N:2]1[C:3](=[O:27])[N:4]([C:17]([O:18][CH2:19][c:20]2[cH:21][cH:22][cH:23][cH:24][cH:25]2)=[O:26])[CH:5]([C:7](=[O:8])[O:9][CH2:10][c:11]2[cH:12][cH:13][cH:14][cH:15][cH:16]2)[CH2:6]1>>[CH3:1][N:2]1[C:3](=[O:27])[NH:4][CH:5]([C:7](=[O:8])[O:9][CH2:10][c:11]2[cH:12][cH:13][cH:14][cH:15][cH:16]2)[CH2:6]1. The reactants are COC(CN)OC (aminoacetaldehyde dimethylacetal), C(C)(=O)O (acetic acid), C(C)OC1=NCCC1SCC1=CC=C(C=C1)OCC (2-Ethoxy-3-p-ethoxybenzylthio-1-pyrroline), C1(=CC=C(C=C1)S(=O)(=O)O)C (p-toluenesulfonic acid). Run in C(C)O (ethanol), C1=CC=CC=C1 (benzene). Yields the product COC1=CC=C(CSC2CCN3C2=NC=C3)C=C1 (6,7-Dihydro-7-p-methoxybenzylthio-5H-pyrrolo(1,2-a)-imidazole). RXN SMILES: C(O[C:4]1[CH:8]([S:9][CH2:10][C:11]2[CH:16]=[CH:15][C:14]([O:17][CH2:18]C)=[CH:13][CH:12]=2)[CH2:7][CH2:6][N:5]=1)C.CO[CH:22](OC)[CH2:23][NH2:24].C(O)(=O)C.C1(C)C=CC(S(O)(=O)=O)=CC=1>C(O)C.C1C=CC=CC=1>[CH3:18][O:17][C:14]1[CH:13]=[CH:12][C:11]([CH2:10][S:9][CH:8]2[C:4]3=[N:24][CH:23]=[CH:22][N:5]3[CH2:6][CH2:7]2)=[CH:16][CH:15]=1. Procedure: 2-Ethoxy-3-p-ethoxybenzylthio-1-pyrroline (531mg) (synthesized according to the method disclosed in Japanese Patent Laid-Open No. 56987/1985), aminoacetaldehyde dimethylacetal (315mg) and acetic acid (180mg) were dissolved in 30 ml of ethanol and refluxed under heating for one hour. The reaction solution was evaporated to dryness in vacuo, the residue was distributed between benzene and 40 ml of water containing 4 ml of 1N sodium hydroxide aqueous solution, the benzene phase was washed with wate...